From a dataset of the Open Reaction Database (ORD), a public repository of structured organic reaction records. describe an organic reaction: reactants, conditions, products, and yield Starting materials: CCO, COC(=O)c1cc(-c2ccccc2)nn1C, [Na+], [OH-], O. Product: Cn1nc(-c2ccccc2)cc1C(=O)O. RXN SMILES: [CH3:19][CH2:20][OH:21].[CH3:1][n:2]1[n:3][c:4](-[c:11]2[cH:12][cH:13][cH:14][cH:15][cH:16]2)[cH:5][c:6]1[C:7](=[O:8])[O:9][CH3:10].[Na+:18].[OH-:17].[OH2:22]>>[CH3:1][n:2]1[n:3][c:4](-[c:11]2[cH:12][cH:13][cH:14][cH:15][cH:16]2)[cH:5][c:6]1[C:7](=[O:8])[OH:9]. Starting materials: O=C1CCC(=O)N1Br, CN(C)C=O, O, c1ccc(-c2cc[nH]n2)cc1. Yields the product Brc1c[nH]nc1-c1ccccc1. RXN SMILES: [O:12]=[C:13]1[N:14]([Br:19])[C:15](=[O:16])[CH2:17][CH2:18]1.[O:21]=[CH:22][N:23]([CH3:24])[CH3:25].[OH2:20].[c:1]1(-[c:7]2[n:8][nH:9][cH:10][cH:11]2)[cH:2][cH:3][cH:4][cH:5][cH:6]1>>[c:1]1(-[c:7]2[n:8][nH:9][cH:10][c:11]2[Br:19])[cH:2][cH:3][cH:4][cH:5][cH:6]1. Reactants: C(C=C)(=O)OC (methyl acrylate), C(\C=C\C(=O)OCC)(=O)OCC (diethyl fumarate), diphenyl(4-oxy-butyl)phosphine. Yields the product C(C(C(=C)C(=O)O)C(=O)O)C(=O)O (3-butene-1,2,3-tricarboxylic acid), ester. RXN SMILES: [C:1]([O:5]C)(=[O:4])[CH:2]=[CH2:3].[C:7]([O:16]CC)(=[O:15])/[CH:8]=[CH:9]/[C:10]([O:12]CC)=[O:11]>>[CH2:8]([C:7]([OH:16])=[O:15])[CH:9]([C:10]([OH:12])=[O:11])[C:2]([C:1]([OH:5])=[O:4])=[CH2:3]. Procedure details: A mixture of 4.3 parts by weight of methyl acrylate, 7.7 parts by weight of diethyl fumarate and 0.5 parts by weight of diphenyl(4-oxy-butyl)phosphine is boiled and refluxed for 10 hours in a nitrogen stream. Distillation of the reaction product mixture gave a 3-butene-1,2,3-tricarboxylic acid (1,2-diethyl, 3-methyl) ester. The ester of the tricarboxylic acid is converted to a high molecular weight carboxylic acid-producing composition by reacting same with a chlorinated polyisobutene having a m... The reactants are C1CCOC1, C[Si](C)(C)[N-][Si](C)(C)C, COc1cccc(CC#N)c1, CI, [Na+]. Product: COc1cccc(C(C)C#N)c1. RXN SMILES: [CH2:24]1[O:25][CH2:26][CH2:27][CH2:28]1.[CH3:14][Si:15]([N-:16][Si:17]([CH3:18])([CH3:19])[CH3:20])([CH3:21])[CH3:22].[CH3:1][O:2][c:3]1[cH:4][c:5]([CH2:9][C:10]#[N:11])[cH:6][cH:7][cH:8]1.[I:12][CH3:13].[Na+:23]>>[CH3:1][O:2][c:3]1[cH:4][c:5]([CH:9]([C:10]#[N:11])[CH3:14])[cH:6][cH:7][cH:8]1. The reactants are Cc1nc(C(=O)O)c(-c2cc(F)cc(F)c2)o1, CC(F)(F)c1csc(Cn2ncc(N)n2)n1. The product is Cc1nc(C(=O)Nc2cnn(Cc3nc(C(C)(F)F)cs3)n2)c(-c2cc(F)cc(F)c2)o1. RXN SMILES: [F:17][c:18]1[cH:19][c:20](-[c:25]2[c:26]([C:31](=[O:32])[OH:33])[n:27][c:28]([CH3:30])[o:29]2)[cH:21][c:22]([F:24])[cH:23]1.[F:1][C:2]([CH3:3])([F:4])[c:5]1[n:6][c:7]([CH2:10][n:11]2[n:12][cH:13][c:14]([NH2:16])[n:15]2)[s:8][cH:9]1>>[F:1][C:2]([CH3:3])([F:4])[c:5]1[n:6][c:7]([CH2:10][n:11]2[n:12][cH:13][c:14]([NH:16][C:31]([c:26]3[c:25](-[c:20]4[cH:19][c:18]([F:17])[cH:23][c:22]([F:24])[cH:21]4)[o:29][c:28]([CH3:30])[n:27]3)=[O:32])[n:15]2)[s:8][cH:9]1. The reactants are O1COC2=C1C=CC(=C2)CC2CN(CCC2)CC2=CC=CC=C2 ((+)-3-benzo[1,3]dioxol-5-ylmethyl-1-benzyl-piperidine). Reported procedure: 1.40 g (4.5 mmol) of (+)-3-benzo[1,3]dioxol-5-ylmethyl-1-benzyl-piperidine is dissolved in 35 ml MeOH and 1 ml AcOH and hydrogenated over Pd/C 10% (0.3 g) for 2 d until hydrogen absorption is complete. The mixture is filtered over Celite®, and the filtrate is evaporated, diluted with CH2Cl2, washed with sat. aq. Na2CO3 solution and evaporated to give (+)-3-benzo[1,3]dioxol-5-ylmethyl-piperidine ([α]Drt=5.90 (c=0.5, DMSO)) which is used without further purification. Run in CO (MeOH). As a reaction SMILES: [O:1]1[C:5]2[CH:6]=[CH:7][C:8]([CH2:10][CH:11]3[CH2:16][CH2:15][CH2:14][N:13](CC4C=CC=CC=4)[CH2:12]3)=[CH:9][C:4]=2[O:3][CH2:2]1>CO>[O:1]1[C:5]2[CH:6]=[CH:7][C:8]([CH2:10][CH:11]3[CH2:16][CH2:15][CH2:14][NH:13][CH2:12]3)=[CH:9][C:4]=2[O:3][CH2:2]1. The product is O1COC2=C1C=CC(=C2)CC2CNCCC2 ((+)-3-benzo[1,3]dioxol-5-ylmethyl-piperidine). The reactants are CC([C@H]1CC[C@H]2[C@@H]3CC[C@H]4CC=CC[C@]4(C)[C@H]3CC[C@]12C)=O (5α-pregnan-2-ene-20-one), ClC1=CC(=CC=C1)C(=O)OO (m-chloroperbenzoic acid). Solvent: C(Cl)(Cl)Cl (chloroform), C(Cl)(Cl)Cl (chloroform). Reaction conditions: time 14 hour. Product: O1[C@H]2[C@@H]1C[C@@H]1CC[C@H]3[C@@H]4CC[C@H](C(C)=O)[C@]4(CC[C@@H]3[C@]1(C2)C)C (2α,3α-Epoxy-5α-pregnan-20-one). Reaction SMILES: [CH3:1][C:2](=[O:22])[C@@H:3]1[C@:20]2([CH3:21])[C@H:6]([C@H:7]3[C@H:17]([CH2:18][CH2:19]2)[C@:15]2([CH3:16])[C@H:10]([CH2:11][CH:12]=[CH:13][CH2:14]2)[CH2:9][CH2:8]3)[CH2:5][CH2:4]1.ClC1C=CC=C(C(OO)=[O:31])C=1>C(Cl)(Cl)Cl>[O:31]1[C@H:12]2[CH2:11][C@H:10]3[C@:15]([CH3:16])([CH2:14][C@@H:13]12)[C@@H:17]1[C@H:7]([C@H:6]2[C@:20]([CH3:21])([CH2:19][CH2:18]1)[C@@H:3]([C:2](=[O:22])[CH3:1])[CH2:4][CH2:5]2)[CH2:8][CH2:9]3. Procedure details: 5α-pregnan-2-ene-20-one (3.05 g) in 50 mL of chloroform was treated with m-chloroperbenzoic acid (50-60%, 4.0 g). The solution was stirred at room temperature overnight (14 h) under an argon atmosphere. The solution was diluted with more chloroform (250 mL), washed with dilute potassium bicarbonate solution (2×150 mL), with water (2×100 mL), and finally with brine, and dried over magnesium sulfate and evaporated to an oil which crystallized on standing. Flash chromatography on a silica gel bed (... Reactants: Brc1cn2ccccc2n1, COCCOC, COc1cc(B(O)O)c(F)cc1Cl. The product is COc1cc(-c2cn3ccccc3n2)c(F)cc1Cl. RXN SMILES: [Br:1][c:2]1[n:3][c:4]2[n:5]([cH:6][cH:7][cH:8][cH:9]2)[cH:10]1.[CH3:24][O:25][CH2:26][CH2:27][O:28][CH3:29].[Cl:11][c:12]1[cH:13][c:14]([F:23])[c:15]([B:20]([OH:21])[OH:22])[cH:16][c:17]1[O:18][CH3:19]>>[c:2]1(-[c:15]2[c:14]([F:23])[cH:13][c:12]([Cl:11])[c:17]([O:18][CH3:19])[cH:16]2)[n:3][c:4]2[n:5]([cH:6][cH:7][cH:8][cH:9]2)[cH:10]1. Reactants: CS(C)=O, CCOC(C)=O, CCN(C(C)C)C(C)C, NS(=O)(=O)c1ccc(F)c(C(F)(F)F)c1, NCC1CCOCC1. The product is NS(=O)(=O)c1ccc(NCC2CCOCC2)c(C(F)(F)F)c1. Reaction SMILES: [CH3:33][S:34]([CH3:35])=[O:36].[CH3:37][CH2:38][O:39][C:40](=[O:41])[CH3:42].[CH:24]([N:25]([CH2:26][CH3:27])[CH:28]([CH3:29])[CH3:30])([CH3:31])[CH3:32].[F:1][c:2]1[c:3]([C:12]([F:13])([F:14])[F:15])[cH:4][c:5]([S:8](=[O:9])(=[O:10])[NH2:11])[cH:6][cH:7]1.[O:16]1[CH2:17][CH2:18][CH:19]([CH2:22][NH2:23])[CH2:20][CH2:21]1>>[c:2]1([NH:23][CH2:22][CH:19]2[CH2:18][CH2:17][O:16][CH2:21][CH2:20]2)[c:3]([C:12]([F:13])([F:14])[F:15])[cH:4][c:5]([S:8](=[O:9])(=[O:10])[NH2:11])[cH:6][cH:7]1. Reactants: Cc1cc([N+](=O)[O-])c(C)cc1Br, CCOC(C)=O, Cc1ccccc1, CCO, O, OB(O)c1cc2ccccc2s1. The product is Cc1cc([N+](=O)[O-])c(C)cc1-c1cc2ccccc2s1. RXN SMILES: [Br:1][c:2]1[c:3]([CH3:12])[cH:4][c:5]([N+:9](=[O:10])[O-:11])[c:6]([CH3:8])[cH:7]1.[CH3:25][CH2:26][O:27][C:28](=[O:29])[CH3:30].[CH3:32][c:33]1[cH:34][cH:35][cH:36][cH:37][cH:38]1.[CH3:39][CH2:40][OH:41].[OH2:31].[s:13]1[c:14]2[c:15]([cH:16][c:17]1[B:18]([OH:19])[OH:20])[cH:21][cH:22][cH:23][cH:24]2>>[c:2]1(-[c:17]2[s:13][c:14]3[c:15]([cH:16]2)[cH:21][cH:22][cH:23][cH:24]3)[c:3]([CH3:12])[cH:4][c:5]([N+:9](=[O:10])[O-:11])[c:6]([CH3:8])[cH:7]1.